Dataset: the Open Reaction Database (ORD), a public repository of structured organic reaction records. Task: describe an organic reaction: reactants, conditions, products, and yield Starting materials: ClC1=C(C=CC(=C1)Cl)C=1N=C(C(=NC1CC)N[C@H]1[C@H](CC2=CC=CC=C12)OCC)CC (5-(2,4-dichlorophenyl)-N-[(1R,2S)-2-ethoxy-2,3-dihydro-1H-inden-1-yl]-3,6-diethylpyrazin-2-amine), ICCC (1-iodopropane). Product: ClC1=C(C=CC(=C1)Cl)C=1N=C(C(=NC1CC)N[C@H]1[C@H](CC2=CC=CC=C12)OCCC)CC (5-(2,4-dichlorophenyl)-3,6-diethyl-N-[(1R,2S)-2-propoxy-2,3-dihydro-1H-inden-1-yl]pyrazin-2-amine). RXN SMILES: [Cl:1][C:2]1[CH:7]=[C:6]([Cl:8])[CH:5]=[CH:4][C:3]=1[C:9]1[N:10]=[C:11]([CH2:30][CH3:31])[C:12]([NH:17][C@@H:18]2[C:26]3[C:21](=[CH:22][CH:23]=[CH:24][CH:25]=3)[CH2:20][C@@H:19]2[O:27][CH2:28][CH3:29])=[N:13][C:14]=1[CH2:15][CH3:16].I[CH2:33]CC>>[Cl:1][C:2]1[CH:7]=[C:6]([Cl:8])[CH:5]=[CH:4][C:3]=1[C:9]1[N:10]=[C:11]([CH2:30][CH3:31])[C:12]([NH:17][C@@H:18]2[C:26]3[C:21](=[CH:22][CH:23]=[CH:24][CH:25]=3)[CH2:20][C@@H:19]2[O:27][CH2:28][CH2:29][CH3:33])=[N:13][C:14]=1[CH2:15][CH3:16]. Procedure: Following the procedure for the preparation of 5-(2,4-dichlorophenyl)-N-[(1R,2S)-2-ethoxy-2,3-dihydro-1H-inden-1-yl]-3,6-diethylpyrazin-2-amine but substituting 1-iodopropane and making non-critical variations provided the title compound as a light yellow syrup. IR (liq.) 3446, 2967, 2935, 2875, 1564, 1552, 1497, 1470, 1392, 1206, 1184, 1101, 1091, 1082, 748 cm−1; OAMS supporting ions at: ESI+ 469.9; MS (EI) m/z 469 (M+); [α]25D=−98 (c 0.91, methylene chloride); Anal. Calcd for C26H29Cl2N3O: C, ... Reactants: FC(C(=O)O)(CC=C)F (2,2-difluoro-4-pentenoic acid), ClCCl (dichloromethane), C1(=CC=CC=C1)C (toluene). The solvent is CN(C=O)C (dimethylformamide). Yields the product FC(C(=O)Cl)(CC=C)F (2,2-difluoro-4-pentenoyl chloride). RXN SMILES: [F:1][C:2]([F:9])([CH2:6][CH:7]=[CH2:8])[C:3](O)=[O:4].[Cl:10]CCl.C1(C)C=CC=CC=1>CN(C)C=O>[F:1][C:2]([F:9])([CH2:6][CH:7]=[CH2:8])[C:3]([Cl:10])=[O:4]. Procedure: For example, 2,2-difluoro-4-pentenoic acid 12c is contacted with about 1.0 to 1.5 molar equivalents of an appropriate chlorinating agent. The reaction is carried out in a suitable solvent, such as dichloromethane, toluene or dimethylformamide. The reaction is carried out at a temperature of from about 20° C. to about 35° C. and generally requires about 4 to 24 hours. The product, 2,2-difluoro-4-pentenoyl chloride 12a, can be isolated by fractional distillation and purified by techniques well kno... Starting materials: C1(=CC=C(C=C1)S(=O)(=O)O)C.N[C@@H](CC(=O)OCC1=CC=CC=C1)C(=O)OCC1=CC=CC=C1 (dibenzyl (S)-aspartate p-toluene-sulfonic acid salt), C([O-])([O-])=O.[K+].[K+] (potassium carbonate). Solvent: O (water). The product is N[C@@H](CC(=O)OCC1=CC=CC=C1)C(=O)OCC1=CC=CC=C1 (dibenzyl (S)-aspartate). Yield: 100.5%. As a reaction SMILES: C1(C)C=CC(S(O)(=O)=O)=CC=1.[NH2:12][C@H:13]([C:25]([O:27][CH2:28][C:29]1[CH:34]=[CH:33][CH:32]=[CH:31][CH:30]=1)=[O:26])[CH2:14][C:15]([O:17][CH2:18][C:19]1[CH:24]=[CH:23][CH:22]=[CH:21][CH:20]=1)=[O:16].C(=O)([O-])[O-].[K+].[K+]>O>[NH2:12][C@H:13]([C:25]([O:27][CH2:28][C:29]1[CH:30]=[CH:31][CH:32]=[CH:33][CH:34]=1)=[O:26])[CH2:14][C:15]([O:17][CH2:18][C:19]1[CH:24]=[CH:23][CH:22]=[CH:21][CH:20]=1)=[O:16] |f:0.1,2.3.4|. Procedure: A mixture of dibenzyl (S)-aspartate p-toluene-sulfonic acid salt (48.6 g, 0.1 mole) diethylether (300 ml), water (100 ml), and saturated aqueous potassium carbonate (50 ml) is shaken vigorously. The layers are separated and the aqueous portion is extracted with more ether (2×100 ml). The combined ethereal extracts are washed with brine, dried with magnesium sulfate, filtered, and evaporated under vacuum to afford dibenzyl (S)-aspartate (31.5 g) as a water white liquid. Starting materials: CCOC(=O)C1CC(=O)C(C(=O)OCC)(C(=O)OCC)C12CCCCC2, CS(C)=O, [Cl-], [Li+], O. Product: CCOC(=O)C1CC(=O)CC12CCCCC2. As a reaction SMILES: [C:1](=[O:2])([O:3][CH2:4][CH3:5])[CH:6]1[CH2:7][C:8](=[O:26])[C:9]([C:16]([O:17][CH2:18][CH3:19])=[O:20])([C:21]([O:22][CH2:23][CH3:24])=[O:25])[C:10]12[CH2:11][CH2:12][CH2:13][CH2:14][CH2:15]2.[CH3:30][S:31]([CH3:32])=[O:33].[Cl-:29].[Li+:28].[OH2:27]>>[C:1](=[O:2])([O:3][CH2:4][CH3:5])[CH:6]1[CH2:7][C:8](=[O:26])[CH2:9][C:10]12[CH2:11][CH2:12][CH2:13][CH2:14][CH2:15]2. The reactants are C(=O)(OC(C)(C)C)N1[C@@H](CC1)COC=1C=NC(=C(C1)CNC(CCl)=O)Cl (3-(1-BOC-2-(S)-azetidinylmethoxy)-6-chloro-5-chloroacetamidomethylpyridine), CI NH3, Cl (monohydrochloride), Cl.CCOCC (HCl Et2O). Run in CO (MeOH). Product: Cl.N1[C@@H](CC1)COC=1C=NC(=C(C1)CNC(CCl)=O)Cl (3-(2-(S)-Azetidinylmethoxy)-6-chloro-5-chloroacetamidomethylpyridine hydrochloride). Yield: 37.0%. As a reaction SMILES: C([N:8]1[CH2:11][CH2:10][C@H:9]1[CH2:12][O:13][C:14]1[CH:15]=[N:16][C:17]([Cl:26])=[C:18]([CH2:20][NH:21][C:22](=[O:25])[CH2:23][Cl:24])[CH:19]=1)(OC(C)(C)C)=O.Cl.Cl.CCOCC>CO>[ClH:24].[NH:8]1[CH2:11][CH2:10][C@H:9]1[CH2:12][O:13][C:14]1[CH:15]=[N:16][C:17]([Cl:26])=[C:18]([CH2:20][NH:21][C:22](=[O:25])[CH2:23][Cl:24])[CH:19]=1 |f:2.3,5.6|. Procedure details: The product of step 211a (0.34 g, 0.80 mmol) was deprotected and isolated as the free base in 37% yield according to the procedure of Example 20b, followed by conversion to the monohydrochloride with HCl/Et2O: [α]D23 +16.82 (c 0.3, MeOH); 1H NMR (D2O, 300 MHz) δ 2.72 (q, J=8.5, 16.5 Hz, 2H), 4.07-4.43 (m, 4H), 4.45 (s, 2H), 4.48 (d, J=4.5 Hz, 2H), 4.81 (m, 1H), 7.53 (d, J=3.0 Hz, 1H), 8.08 (d, J=3.0 Hz, 1H); MS (CI/NH3) m/z 304 (M+H)+. Anal. Calcd for C12H15Cl2N3O2.HCI: C, 42.31; H, 4.73; N, 12....